describe an organic reaction: reactants, conditions, products, and yield From a dataset of the Open Reaction Database (ORD), a public repository of structured organic reaction records. Reactants: N=C(c1ccccc1)c1ccccc1, ClCCl, Cl, CCOC(=O)CN. Product: CCOC(=O)CN=C(c1ccccc1)c1ccccc1. Reaction SMILES: [C:1]([c:2]1[cH:3][cH:4][cH:5][cH:6][cH:7]1)([c:8]1[cH:9][cH:10][cH:11][cH:12][cH:13]1)=[NH:14].[Cl:23][CH2:24][Cl:25].[ClH:15].[NH2:16][CH2:17][C:18](=[O:19])[O:20][CH2:21][CH3:22]>>[C:1]([c:2]1[cH:3][cH:4][cH:5][cH:6][cH:7]1)([c:8]1[cH:9][cH:10][cH:11][cH:12][cH:13]1)=[N:14][CH2:17][C:18](=[O:19])[O:20][CH2:21][CH3:22]. The reactants are CCOC(=O)C (EtOAc), C(C)(=O)N1CCC(CC1)(O)C1=CC(=C(C=C1)NC(=O)C=1NC=C(N1)C#N)C1=CCC(CC1)(C)C (4-cyano-1H-imidazole-2-carboxylic acid [4-(1-acetyl-4-hydroxy-piperidin-4-yl)-2-(4,4-dimethyl-cyclohex-1-enyl)-phenyl]-amide), [N-]=[N+]=[N-].[Na+] (NaN3), C(=O)(C(F)(F)F)O (TFA). Solvent: C(Cl)Cl (DCM). Run at temperature 0 celsius, time 2 day. The product is C(C)(=O)N1CCC(CC1)(N=[N+]=[N-])C1=CC(=C(C=C1)NC(=O)C=1NC=C(N1)C#N)C1=CCC(CC1)(C)C (4-Cyano-1H-imidazole-2-carboxylic acid [4-(1-acetyl-4-azido-piperidin-4-yl)-2-(4,4-dimethyl-cyclohex-1-enyl)-phenyl]-amide). Isolated yield 94.8%. As a reaction SMILES: [C:1]([N:4]1[CH2:9][CH2:8][C:7]([C:11]2[CH:16]=[CH:15][C:14]([NH:17][C:18]([C:20]3[NH:21][CH:22]=[C:23]([C:25]#[N:26])[N:24]=3)=[O:19])=[C:13]([C:27]3[CH2:32][CH2:31][C:30]([CH3:34])([CH3:33])[CH2:29][CH:28]=3)[CH:12]=2)(O)[CH2:6][CH2:5]1)(=[O:3])[CH3:2].[N-:35]=[N+:36]=[N-:37].[Na+].C(O)(C(F)(F)F)=O.CCOC(C)=O>C(Cl)Cl>[C:1]([N:4]1[CH2:9][CH2:8][C:7]([C:11]2[CH:16]=[CH:15][C:14]([NH:17][C:18]([C:20]3[NH:21][CH:22]=[C:23]([C:25]#[N:26])[N:24]=3)=[O:19])=[C:13]([C:27]3[CH2:32][CH2:31][C:30]([CH3:34])([CH3:33])[CH2:29][CH:28]=3)[CH:12]=2)([N:35]=[N+:36]=[N-:37])[CH2:6][CH2:5]1)(=[O:3])[CH3:2] |f:1.2|. Reported procedure: To a mixture of 4-cyano-1H-imidazole-2-carboxylic acid [4-(1-acetyl-4-hydroxy-piperidin-4-yl)-2-(4,4-dimethyl-cyclohex-1-enyl)-phenyl]-amide (as prepared in Example 35, 40.0 mg, 0.0867 mmol) and NaN3 (56.3 mg, 0.0867 mmol) in 2 mL of DCM at 0° C. under Ar was added TFA (100 μL, 1.30 mmol). The resulting mixture was stirred at 0° C. for 0.5 h, at RT for 2 d under Ar. Treated with 20 mL of EtOAc, the mixture was washed with saturated NaHCO3 aqueous solution (10 mL), brine (5 mL) and dried (Na2SO4)...